This data is from the Open Reaction Database (ORD), a public repository of structured organic reaction records. The task is: describe an organic reaction: reactants, conditions, products, and yield Reactants: C1COCCN1, CCO, Cc1c(OCC2CO2)noc1-c1ccccc1. Yields the product Cc1c(OCC(O)CN2CCOCC2)noc1-c1ccccc1. Reaction SMILES: [CH2:1]1[CH2:2][O:3][CH2:4][CH2:5][NH:6]1.[CH3:24][CH2:25][OH:26].[O:7]1[CH:8]([CH2:9][O:10][c:11]2[n:12][o:13][c:14](-[c:17]3[cH:18][cH:19][cH:20][cH:21][cH:22]3)[c:15]2[CH3:16])[CH2:23]1>>[CH2:1]1[CH2:2][O:3][CH2:4][CH2:5][N:6]1[CH2:23][CH:8]([OH:7])[CH2:9][O:10][c:11]1[n:12][o:13][c:14](-[c:17]2[cH:18][cH:19][cH:20][cH:21][cH:22]2)[c:15]1[CH3:16]. Starting materials: C1(=CC=CC=C1)C(C(=O)N)(C1CN(CCC1)CC)C1=CC=CC=C1 (α,α-diphenyl-α-(1-ethyl-3-piperidinyl)acetamide), C1(=CC=CC=C1)C(C(=O)N)(C=1C=CN(C=CC1)CC)C1=CC=CC=C1 (α,α-diphenyl-α-(1-ethyl-4-azepinyl)acetamide). Yields the product C(C)N1CC(CC1)=C(C1=CC=CC=C1)C1=CC=CC=C1 (1-ethyl-3-diphenylmethylenepyrrolidine), 1-ethyl-4-diphenylmethyleneazepine. RXN SMILES: [C:1]1([C:7]([C:19]2[CH:24]=[CH:23][CH:22]=[CH:21][CH:20]=2)([CH:11]2[CH2:16][CH2:15]C[N:13]([CH2:17][CH3:18])[CH2:12]2)C(N)=O)[CH:6]=[CH:5][CH:4]=[CH:3][CH:2]=1.C1(C(C2C=CC=CC=2)(C2C=CN(CC)C=CC=2)C(N)=O)C=CC=CC=1>>[CH2:17]([N:13]1[CH2:15][CH2:16][C:11](=[C:7]([C:1]2[CH:2]=[CH:3][CH:4]=[CH:5][CH:6]=2)[C:19]2[CH:20]=[CH:21][CH:22]=[CH:23][CH:24]=2)[CH2:12]1)[CH3:18]. Procedure: Following the same procedure, employing α,α-diphenyl-α-(1-ethyl-3-piperidinyl)acetamide or α,α-diphenyl-α-(1-ethyl-4-azepinyl)acetamide as the starting material yields 1-ethyl-3-diphenylmethylenepyrrolidine or 1-ethyl-4-diphenylmethyleneazepine, respectively. Reactants: COC(=O)c1cccc(C(=O)O)c1, ClCCl, OC1CCNCC1. Product: COC(=O)c1cccc(C(=O)N2CCC(O)CC2)c1. As a reaction SMILES: [CH3:1][O:2][C:3](=[O:4])[c:5]1[cH:6][c:7]([C:8](=[O:9])[OH:10])[cH:11][cH:12][cH:13]1.[Cl:21][CH2:22][Cl:23].[NH:14]1[CH2:15][CH2:16][CH:17]([OH:20])[CH2:18][CH2:19]1>>[CH3:1][O:2][C:3](=[O:4])[c:5]1[cH:6][c:7]([C:8](=[O:10])[N:14]2[CH2:15][CH2:16][CH:17]([OH:20])[CH2:18][CH2:19]2)[cH:11][cH:12][cH:13]1. Starting materials: N#Cc1cccc(NC(=O)Nc2ccc(S(=O)(=O)NCc3ccc(S(N)(=O)=O)cc3)cc2)c1, OCCN1CCNCC1. The product is N=C(c1cccc(NC(=O)Nc2ccc(S(=O)(=O)NCc3ccc(S(N)(=O)=O)cc3)cc2)c1)N1CCN(CCO)CC1. As a reaction SMILES: [C:1](#[N:2])[c:3]1[cH:4][c:5]([NH:9][C:10]([NH:11][c:12]2[cH:13][cH:14][c:15]([S:18](=[O:19])(=[O:20])[NH:21][CH2:22][c:23]3[cH:24][cH:25][c:26]([S:29]([NH2:30])(=[O:31])=[O:32])[cH:27][cH:28]3)[cH:16][cH:17]2)=[O:33])[cH:6][cH:7][cH:8]1.[N:34]1([CH2:40][CH2:41][OH:42])[CH2:35][CH2:36][NH:37][CH2:38][CH2:39]1>>[C:1](=[NH:2])([c:3]1[cH:4][c:5]([NH:9][C:10]([NH:11][c:12]2[cH:13][cH:14][c:15]([S:18](=[O:19])(=[O:20])[NH:21][CH2:22][c:23]3[cH:24][cH:25][c:26]([S:29]([NH2:30])(=[O:31])=[O:32])[cH:27][cH:28]3)[cH:16][cH:17]2)=[O:33])[cH:6][cH:7][cH:8]1)[N:37]1[CH2:36][CH2:35][N:34]([CH2:40][CH2:41][OH:42])[CH2:39][CH2:38]1. Starting materials: C(C1=CC=CC=C1)OC1=C([N+](=CC=C1)[O-])C(=O)OC (methyl 3-benzyloxypicolinate N-oxide), C[Si](C)(C)N=[N+]=[N-] (trimethylsilylazide), CN(C(=O)Cl)C (N,N-dimethylcarbamoyl chloride), C(O)([O-])=O.[Na+] (sodium hydrogen carbonate), C[Si](C)(C)N=[N+]=[N-] (trimethylsilylazide), CN(C(=O)Cl)C (N,N-dimethylcarbamoyl chloride), ice. Run in C(C)#N (acetonitrile). Product: N(=[N+]=[N-])C1=CC=C(C(=N1)C(=O)OC)OCC1=CC=CC=C1 (methyl 6-azido-3-benzyloxypicolinate). Isolated yield 319.8%. As a reaction SMILES: [CH2:1]([O:8][C:9]1[CH:14]=[CH:13][CH:12]=[N+:11]([O-])[C:10]=1[C:16]([O:18][CH3:19])=[O:17])[C:2]1[CH:7]=[CH:6][CH:5]=[CH:4][CH:3]=1.C[Si]([N:24]=[N+:25]=[N-:26])(C)C.CN(C)C(Cl)=O.C(=O)([O-])O.[Na+]>C(#N)C>[N:24]([C:12]1[N:11]=[C:10]([C:16]([O:18][CH3:19])=[O:17])[C:9]([O:8][CH2:1][C:2]2[CH:7]=[CH:6][CH:5]=[CH:4][CH:3]=2)=[CH:14][CH:13]=1)=[N+:25]=[N-:26] |f:3.4|. Procedure: To an acetonitrile (70 ml) solution of 10 g (38.57 mmol) of methyl 3-benzyloxypicolinate N-oxide in a 200 ml round bottomed flask, 8.9 g (7.7 mmol) of trimethylsilylazide and 4.1 g (38.57 mmol) of N,N-dimethylcarbamoyl chloride were added, and the mixture was refluxed for 12 hours. Then, 4.4 g (38.5 mmol) of trimethylsilylazide and 2.1 g (19.3 mmol) of N,N-dimethylcarbamoyl chloride were further added, and the mixture was refluxed for 12 hours. After cooling, the reaction mixture was gradually a...